This data is from the Open Reaction Database (ORD), a public repository of structured organic reaction records. The task is: describe an organic reaction: reactants, conditions, products, and yield Reactants: FC=1C=C(C=C(C1F)F)CCOC(=O)C=C1CCCCC1 (4-(3',4',5'-Trifluorophenyl)ethoxycarbonylmethylenecyclohexane), [H][H] (hydrogen). The reagents and catalysts are [Pd] (Pd/C). Run in C(C)O (ethanol). The product is FC=1C=C(C=C(C1F)F)CCOC(=O)CC1CCCCC1 (4 -(3',4',5'-trifluorophenyl)ethoxycarbonylmethylcyclohexane). Isolated yield 93.4%. Reaction SMILES: [F:1][C:2]1[CH:3]=[C:4]([CH2:10][CH2:11][O:12][C:13]([CH:15]=[C:16]2[CH2:21][CH2:20][CH2:19][CH2:18][CH2:17]2)=[O:14])[CH:5]=[C:6]([F:9])[C:7]=1[F:8].[H][H]>C(O)C.[Pd]>[F:1][C:2]1[CH:3]=[C:4]([CH2:10][CH2:11][O:12][C:13]([CH2:15][CH:16]2[CH2:21][CH2:20][CH2:19][CH2:18][CH2:17]2)=[O:14])[CH:5]=[C:6]([F:9])[C:7]=1[F:8]. Reported procedure: 4-(3',4',5'-Trifluorophenyl)ethoxycarbonylmethylenecyclohexane (18.3 g) was dissolved in ethanol (100 ml), followed by adding Pd/C (5%, 5 g), stirring the mixture, hydrogenating in a hydrogen gas atmosphere until completion of absorption of a hydrogen, filtering off the catalyst after completion of the reaction, and concentrating the solvent under reduced pressure, to obtain 4 -(3',4',5'-trifluorophenyl)ethoxycarbonylmethylcyclohexane (17.2 g). The reactants are C1(=CC=CC=C1)P(=O)(C1=C(C(=CC=C1)C(F)(F)F)I)C1=CC=CC=C1 (1-(diphenylphosphinyl)-2-iodo-3-trifluoromethyl benzene). The reagents and catalysts are [Cu] (copper). Run in CN(C=O)C (dimethyl formamide). Reaction conditions: temperature 100 celsius, time 30 minute. Yields the product C1(=CC=CC=C1)P(=O)(C1=C(C(=CC=C1)C(F)(F)F)C1=C(C=CC=C1C(F)(F)F)P(=O)(C1=CC=CC=C1)C1=CC=CC=C1)C1=CC=CC=C1 (2,2'-bis(diphenylphosphinyl)-6,6'-bis(trifluoromethyl)-1,1'-biphenyl). Reaction SMILES: [C:1]1([P:7]([C:20]2[CH:25]=[CH:24][CH:23]=[CH:22][CH:21]=2)([C:9]2[CH:14]=[CH:13][CH:12]=[C:11]([C:15]([F:18])([F:17])[F:16])[C:10]=2I)=[O:8])[CH:6]=[CH:5][CH:4]=[CH:3][CH:2]=1>CN(C)C=O.[Cu]>[C:1]1([P:7]([C:20]2[CH:25]=[CH:24][CH:23]=[CH:22][CH:21]=2)([C:9]2[CH:14]=[CH:13][CH:12]=[C:11]([C:15]([F:18])([F:17])[F:16])[C:10]=2[C:10]2[C:11]([C:15]([F:17])([F:18])[F:16])=[CH:12][CH:13]=[CH:14][C:9]=2[P:7]([C:1]2[CH:6]=[CH:5][CH:4]=[CH:3][CH:2]=2)([C:20]2[CH:25]=[CH:24][CH:23]=[CH:22][CH:21]=2)=[O:8])=[O:8])[CH:6]=[CH:5][CH:4]=[CH:3][CH:2]=1. Procedure details: In a nitrogen atmosphere, 4.16 g (8.81 mmol) of 1-(diphenylphosphinyl)-2-iodo-3-trifluoromethyl benzene was dissolved in 40 ml of dimethyl formamide, and 1.5 g of copper powder was added and stirred for 30 minutes at 100° C. After allowing to cool, dimethyl formamide was distilled away in vacuo, and the residue was refined by chromatography (SiO2 70 g, CHCl3). By recrystallizing with ethyl acetate, 0.64 g (21%) of the captioned compound in the form of a white crystal was obtained. The reactants are CC(=O)[O-], CCO, [NH4+], O=C1CC(=O)CC(c2ccccc2)C1. Product: NC1=CC(=O)CC(c2ccccc2)C1. Reaction SMILES: [CH3:16][C:17](=[O:18])[O-:19].[CH3:20][CH2:21][OH:22].[NH4+:15].[c:1]1([CH:7]2[CH2:8][C:9](=[O:14])[CH2:10][C:11](=[O:13])[CH2:12]2)[cH:2][cH:3][cH:4][cH:5][cH:6]1>>[c:1]1([CH:7]2[CH2:8][C:9](=[O:14])[CH:10]=[C:11]([NH2:15])[CH2:12]2)[cH:2][cH:3][cH:4][cH:5][cH:6]1. The reactants are Cc1cc(-c2ccc(CC(=O)O)cc2C#N)ccn1, CCOC(C)=O, CC(=O)N1CCN(c2ccc(N)nc2)CC1, CN(C)C=O, O. Yields the product CC(=O)N1CCN(c2ccc(NC(=O)Cc3ccc(-c4ccnc(C)c4)c(C#N)c3)nc2)CC1. As a reaction SMILES: [C:1](#[N:2])[c:3]1[cH:4][c:5]([CH2:16][C:17](=[O:18])[OH:19])[cH:6][cH:7][c:8]1-[c:9]1[cH:10][c:11]([CH3:15])[n:12][cH:13][cH:14]1.[CH3:42][CH2:43][O:44][C:45](=[O:46])[CH3:47].[NH2:20][c:21]1[cH:22][cH:23][c:24]([N:27]2[CH2:28][CH2:29][N:30]([C:33]([CH3:34])=[O:35])[CH2:31][CH2:32]2)[cH:25][n:26]1.[O:36]=[CH:37][N:38]([CH3:39])[CH3:40].[OH2:41]>>[C:1](#[N:2])[c:3]1[cH:4][c:5]([CH2:16][C:17](=[O:19])[NH:20][c:21]2[cH:22][cH:23][c:24]([N:27]3[CH2:28][CH2:29][N:30]([C:33]([CH3:34])=[O:35])[CH2:31][CH2:32]3)[cH:25][n:26]2)[cH:6][cH:7][c:8]1-[c:9]1[cH:10][c:11]([CH3:15])[n:12][cH:13][cH:14]1. Starting materials: NCc1ccccc1, CC#N, CCOC(=O)c1cn(C2CC2)c2c(F)c(Cl)c(F)c(Cl)c2c1=O, [K+], [K+], O=C([O-])[O-]. Yields the product CCOC(=O)c1cn(C2CC2)c2c(F)c(Cl)c(F)cc2c1=O. Reaction SMILES: [CH2:24]([NH2:25])[c:26]1[cH:27][cH:28][cH:29][cH:30][cH:31]1.[CH3:38][C:39]#[N:40].[CH:1]1([n:4]2[cH:5][c:6]([C:19](=[O:20])[O:21][CH2:22][CH3:23])[c:7](=[O:18])[c:8]3[c:9]([Cl:17])[c:10]([F:16])[c:11]([Cl:15])[c:12]([F:14])[c:13]23)[CH2:2][CH2:3]1.[K+:32].[K+:33].[O-:34][C:35]([O-:36])=[O:37]>>[CH:1]1([n:4]2[cH:5][c:6]([C:19](=[O:20])[O:21][CH2:22][CH3:23])[c:7](=[O:18])[c:8]3[cH:9][c:10]([F:16])[c:11]([Cl:15])[c:12]([F:14])[c:13]23)[CH2:2][CH2:3]1. Reactants: C(C)(=O)OCC (Ethyl acetate), O (water), C1(=CC=C(C=C1)S(=O)(=O)[O-])C.[NH+]1=CC=CC=C1 (Pyridinium p-toluenesulfonate), C(C)(=O)OC\1C(CCC(CC(=O)OC(C(/C=C1)C)\C(=C\C=C\C(CC1C(C(C(CC)O)C)O1)C)\C)O)(C)O ((8E,12E,14E)-7-acetoxy-3,6,21-trihydroxy-6,10,12,16,20-pentamethyl-18,19-epoxytricosa-8,12,14-trien-11-olide), C(=C)OCC (ethyl vinyl ether). Run in ClCCl (dichloromethane). Conditions: time 8 hour. Product: C(C)(=O)OC\1C(CCC(CC(=O)OC(C(/C=C1)C)\C(=C\C=C\C(CC1C(C(C(CC)OC(C)OCC)C)O1)C)\C)OC(C)OCC)(C)OC(C)OCC ((8E,12E,14E)-7-Acetoxy-3,6,21-tri(1-ethoxyethoxy)-6,10,12,16,20-pentamethyl-18,19-epoxytricosa-8,12,14-trien-11-olide). The yield is 94.0%. RXN SMILES: [C:1]1([CH3:11])C=CC(S([O-])(=O)=O)=CC=1.[NH+]1[CH:17]=[CH:16]C=CC=1.[C:18]([O:21][CH:22]1[C:23]([OH:55])([CH3:54])[CH2:24][CH2:25][CH:26]([OH:53])[CH2:27][C:28]([O:30][CH:31](/[C:36](/[CH3:52])=[CH:37]/[CH:38]=[CH:39]/[CH:40]([CH3:51])[CH2:41][CH:42]2[O:50][CH:43]2[CH:44]([CH3:49])[CH:45]([OH:48])[CH2:46][CH3:47])[CH:32]([CH3:35])[CH:33]=[CH:34]1)=[O:29])(=[O:20])[CH3:19].[CH:56]([O:58][CH2:59][CH3:60])=[CH2:57].[C:61]([O:64][CH2:65][CH3:66])(=O)[CH3:62].[OH2:67]>ClCCl>[C:18]([O:21][CH:22]1[C:23]([O:55][CH:16]([O:67][CH2:1][CH3:11])[CH3:17])([CH3:54])[CH2:24][CH2:25][CH:26]([O:53][CH:61]([O:64][CH2:65][CH3:66])[CH3:62])[CH2:27][C:28]([O:30][CH:31](/[C:36](/[CH3:52])=[CH:37]/[CH:38]=[CH:39]/[CH:40]([CH3:51])[CH2:41][CH:42]2[O:50][CH:43]2[CH:44]([CH3:49])[CH:45]([O:48][CH:56]([O:58][CH2:59][CH3:60])[CH3:57])[CH2:46][CH3:47])[CH:32]([CH3:35])[CH:33]=[CH:34]1)=[O:29])(=[O:20])[CH3:19] |f:0.1|. Procedure: Pyridinium p-toluenesulfonate (9 mg, 35.4 μmol) was added to a solution of (8E,12E,14E)-7-acetoxy-3,6,21-trihydroxy-6,10,12,16,20-pentamethyl-18,19-epoxytricosa-8,12,14-trien-11-olide (200 mg, 0.354 mmol) in dichloromethane (10 mL) and ethyl vinyl ether (521 mg, 7.08 mmol) at room temperature, followed by stirring at the same temperature overnight. Ethyl acetate and water were added to the reaction solution, and the mixture was extracted with ethyl acetate, dried over anhydrous magnesium sulfate...